Dataset: the Open Reaction Database (ORD), a public repository of structured organic reaction records. Task: describe an organic reaction: reactants, conditions, products, and yield Reactants: NC1CN(CC1)C(C(C1=CC=CC=C1)N1C(N(C2=C1C=C(C=C2)Cl)S(=O)(=O)C2=CC=C(C=C2)OC)=O)=O (3-[2-(3-aminopyrrolidin-1-yl)-2-oxo-1-phenylethyl]-5-chloro-1-(4-methoxybenzenesulfonyl)-1,3-dihydrobenzimidazol-2-one), C(C)(C)(C)OC(=O)N1CCC(CC1)=O (1-tert-butoxycarbonyl-4-piperidone), C(C)(=O)O[BH-](OC(C)=O)OC(C)=O (triacetoxyborohydride). Solvent: C1CCOC1 (THF). Reaction conditions: time 8 hour. Yields the product ClC1=CC2=C(N(C(N2C(C(N2CC(CC2)NC2CCNCC2)=O)C2=CC=CC=C2)=O)S(=O)(=O)C2=CC=C(C=C2)OC)C=C1 (5-Chloro-1-(4-methoxybenzenesulfonyl)-3-{2-oxo-1-phenyl-2-[3-(piperidin-4-ylamino)pyrrolidin-1-yl]ethyl}-1,3-dihydrobenzimidazol-2-one). RXN SMILES: [NH2:1][CH:2]1[CH2:6][CH2:5][N:4]([C:7](=[O:37])[CH:8]([N:15]2[C:19]3[CH:20]=[C:21]([Cl:24])[CH:22]=[CH:23][C:18]=3[N:17]([S:25]([C:28]3[CH:33]=[CH:32][C:31]([O:34][CH3:35])=[CH:30][CH:29]=3)(=[O:27])=[O:26])[C:16]2=[O:36])[C:9]2[CH:14]=[CH:13][CH:12]=[CH:11][CH:10]=2)[CH2:3]1.C(OC([N:45]1[CH2:50][CH2:49][C:48](=O)[CH2:47][CH2:46]1)=O)(C)(C)C.C(O[BH-](OC(=O)C)OC(=O)C)(=O)C>C1COCC1>[Cl:24][C:21]1[CH:22]=[CH:23][C:18]2[N:17]([S:25]([C:28]3[CH:29]=[CH:30][C:31]([O:34][CH3:35])=[CH:32][CH:33]=3)(=[O:27])=[O:26])[C:16](=[O:36])[N:15]([CH:8]([C:9]3[CH:14]=[CH:13][CH:12]=[CH:11][CH:10]=3)[C:7](=[O:37])[N:4]3[CH2:5][CH2:6][CH:2]([NH:1][CH:48]4[CH2:49][CH2:50][NH:45][CH2:46][CH2:47]4)[CH2:3]3)[C:19]=2[CH:20]=1. Procedure: A solution of 88.0 mg (0.16 mmol) of 3-[2-(3-aminopyrrolidin-1-yl)-2-oxo-1-phenylethyl]-5-chloro-1-(4-methoxybenzenesulfonyl)-1,3-dihydrobenzimidazol-2-one (example 166) in 5 ml of THF was mixed with 34.0 mg (0.17 mmol) of 1-tert-butoxycarbonyl-4-piperidone and 162 mg of MP-triacetoxyborohydride resin (Argonaut, 2.55 mmol/g, 0.41 mmol) and shaken at room temperature overnight. The solid phase reagent was filtered off and washed with dichloromethane. The filtrate was concentrated in vacuo, and th... Reactants: [BH4-], CCOC(=O)CC(O)C(CC(C)C)NC(=O)OC(C)(C)C, CO, CC(C)=O, CCO, [Cl-], [Li+], [Na+], C1CCOC1. The product is CC(C)CC(NC(=O)OC(C)(C)C)C(O)CCO. As a reaction SMILES: [BH4-:22].[C:1]([CH3:2])([CH3:3])([CH3:4])[O:5][C:6](=[O:7])[NH:8][CH:9]([CH:10]([CH2:11][C:12](=[O:13])[O:14][CH2:15][CH3:16])[OH:17])[CH2:18][CH:19]([CH3:20])[CH3:21].[CH3:26][OH:27].[CH3:28][C:29](=[O:30])[CH3:31].[CH3:37][CH2:38][OH:39].[Cl-:25].[Li+:24].[Na+:23].[O:32]1[CH2:33][CH2:34][CH2:35][CH2:36]1>>[C:1]([CH3:2])([CH3:3])([CH3:4])[O:5][C:6](=[O:7])[NH:8][CH:9]([CH:10]([CH2:11][CH2:12][OH:13])[OH:17])[CH2:18][CH:19]([CH3:20])[CH3:21]. Reactants: CC(C)(C)OC(=O)C=P(c1ccccc1)(c1ccccc1)c1ccccc1, Cc1cc(CC=O)cc2cn[nH]c12, C1CCOC1. Yields the product Cc1cc(CC=CC(=O)OC(C)(C)C)cc2cn[nH]c12. Reaction SMILES: [C:14]([CH3:15])([CH3:16])([CH3:17])[O:18][C:19](=[O:20])[CH:21]=[P:22]([c:23]1[cH:24][cH:25][cH:26][cH:27][cH:28]1)([c:29]1[cH:30][cH:31][cH:32][cH:33][cH:34]1)[c:35]1[cH:36][cH:37][cH:38][cH:39][cH:40]1.[CH3:1][c:2]1[cH:3][c:4]([CH2:11][CH:12]=[O:13])[cH:5][c:6]2[cH:7][n:8][nH:9][c:10]12.[O:41]1[CH2:42][CH2:43][CH2:44][CH2:45]1>>[CH3:1][c:2]1[cH:3][c:4]([CH2:11][CH:12]=[CH:21][C:19]([O:18][C:14]([CH3:15])([CH3:16])[CH3:17])=[O:20])[cH:5][c:6]2[cH:7][n:8][nH:9][c:10]12. Reactants: [N-]=[N+]=NCC(O)c1ccc(OCc2ccccc2)c2[nH]c(=O)ccc12, CC(C)(C)[Si](C)(C)OC(CN)c1ccc(O)c2[nH]c(=O)ccc12. Yields the product NCC(O)c1ccc(O)c2[nH]c(=O)ccc12. Reaction SMILES: [N:24]([CH2:25][CH:26]([c:27]1[cH:28][cH:29][c:30]([O:31][CH2:32][c:33]2[cH:34][cH:35][cH:36][cH:37][cH:38]2)[c:39]2[c:40]1[cH:41][cH:42][c:43](=[O:44])[nH:45]2)[OH:46])=[N+:47]=[N-:48].[NH2:1][CH2:2][CH:3]([O:4][Si:5]([C:6]([CH3:7])([CH3:8])[CH3:9])([CH3:10])[CH3:11])[c:12]1[c:13]2[cH:14][cH:15][c:16](=[O:23])[nH:17][c:18]2[c:19]([OH:22])[cH:20][cH:21]1>>[NH2:1][CH2:2][CH:3]([OH:4])[c:12]1[c:13]2[cH:14][cH:15][c:16](=[O:23])[nH:17][c:18]2[c:19]([OH:22])[cH:20][cH:21]1. Reactants: CC(=O)N(C)CC(=O)O, O, OP(O)O, O=S(=O)(O)O. Yields the product CN(CC(=O)O)CP(=O)(O)O. RXN SMILES: [C:1](=[O:2])([CH3:3])[N:4]([CH3:5])[CH2:6][C:7](=[O:8])[OH:9].[OH2:19].[P:10]([OH:11])([OH:12])[OH:13].[S:14](=[O:15])(=[O:16])([OH:17])[OH:18]>>[CH2:1]([N:4]([CH3:5])[CH2:6][C:7](=[O:8])[OH:9])[P:10](=[O:11])([OH:12])[OH:13]. Starting materials: C1CCOC1.ClCCl (THF dichloromethane), C(C(=O)Cl)(=O)Cl (Oxalyl dichloride), mixed solution, N (ammonia), BrC=1N=C(SC1)C(=O)O (4-bromo-2-carboxythiazole). The solvent is [Cl-].[Na+].O (brine), C(C)(=O)OCC (Ethyl acetate). Run at temperature 60 celsius, time 2 hour. The product is BrC=1N=C(SC1)C(N)=O (4-bromo-2-carbamoylthiazole). RXN SMILES: C(Cl)(=O)C(Cl)=O.[Br:7][C:8]1[N:9]=[C:10]([C:13]([OH:15])=O)[S:11][CH:12]=1.C1COCC1.ClCCl.[NH3:24]>[Cl-].[Na+].O.C(OCC)(=O)C>[Br:7][C:8]1[N:9]=[C:10]([C:13](=[O:15])[NH2:24])[S:11][CH:12]=1 |f:2.3,5.6.7|. Reported procedure: Oxalyl dichloride (1.61 ml) was added to 100 ml of a mixed solution composed of 4-bromo-2-carboxythiazole and THF-dichloromethane (2:1), and the mixture was stirred at 60° C. for 2 hr. Under ice cooling, 15 ml of 30% aqueous ammonia was added to the reaction solution, and the mixture was stirred at the same temperature for 30 min. Ethyl acetate (50 ml) and 50 ml of semi-saturated brine were added thereto, followed by separation. The organic layer was then dried over anhydrous magnesium sulfate, ... Reactants: C(C)[C@H]1NC(O[C@@H]1C1=CC=C(C=C1)OC)=O ((4R*,5R*)-4-ethyl-5-(4-methoxyphenyl)oxazolidin-2-one), ClC1=NC(=NC(=C1)Cl)N1CCOCC1 (4-(4,6-dichloropyrimidin-2-yl)morpholine). Solvent: CN(C)C=O (DMF), CN(C)C=O (DMF). Conditions: temperature 85 celsius, time 20 minute. Yields the product ClC1=CC(=NC(=N1)N1CCOCC1)N1C(O[C@H]([C@@H]1CC)C1=CC=C(C=C1)OC)=O ((4S*,5S*)-3-(6-Chloro-2-morpholinopyrimidin-4-yl)-4-ethyl-5-(4-methoxyphenyl)oxazolidin-2-one). Isolated yield 91.0%. RXN SMILES: [CH2:1]([C@@H:3]1[C@@H:7]([C:8]2[CH:13]=[CH:12][C:11]([O:14][CH3:15])=[CH:10][CH:9]=2)[O:6][C:5](=[O:16])[NH:4]1)[CH3:2].[Cl:17][C:18]1[CH:23]=[C:22](Cl)[N:21]=[C:20]([N:25]2[CH2:30][CH2:29][O:28][CH2:27][CH2:26]2)[N:19]=1>CN(C=O)C>[Cl:17][C:18]1[N:19]=[C:20]([N:25]2[CH2:30][CH2:29][O:28][CH2:27][CH2:26]2)[N:21]=[C:22]([N:4]2[C@@H:3]([CH2:1][CH3:2])[C@H:7]([C:8]3[CH:13]=[CH:12][C:11]([O:14][CH3:15])=[CH:10][CH:9]=3)[O:6][C:5]2=[O:16])[CH:23]=1. Reported procedure: To a solution of (4R*,5R*)-4-ethyl-5-(4-methoxyphenyl)oxazolidin-2-one (217 mg, 0.98 mmol) in DMF (2 mL) was added at room temperature under argon NaH (51.4 mg, 1.18 mmol). After 20 minutes, a suspension of 4-(4,6-dichloropyrimidin-2-yl)morpholine (230 mg, 0.98 mmol in DMF (1 mL) was added, and the reaction mixture was stirred at 85° C. for 20 minutes. The solution was quenched at 0° C. with aqueous NH4Cl, extracted with ethyl acetate, and the organic layers were dried over Na2SO4, filtered and ... Solvent: CCCCCC (hexane), C(C)O (ethanol). Reaction SMILES: [NH2:1][CH:2]([CH2:11][CH2:12][CH2:13][CH2:14][CH2:15][CH3:16])[CH:3]([C:5]1[CH:10]=[CH:9][CH:8]=[CH:7][CH:6]=1)[OH:4].[Cl:17][CH2:18][CH2:19][CH2:20][N:21]1[CH2:26][CH2:25][CH2:24][CH2:23][CH2:22]1.[ClH:27].C(OCC)(=O)C>C(O)C.CCCCCC>[ClH:17].[ClH:27].[C:5]1([CH:3]([OH:4])[CH:2]([NH:1][CH2:18][CH2:19][CH2:20][N:21]2[CH2:26][CH2:25][CH2:24][CH2:23][CH2:22]2)[CH2:11][CH2:12][CH2:13][CH2:14][CH2:15][CH3:16])[CH:10]=[CH:9][CH:8]=[CH:7][CH:6]=1 |f:6.7.8|. Reactants: C(C)(=O)OCC (Ethyl acetate), NC(C(O)C1=CC=CC=C1)CCCCCC ((1RS,2RS)-2-amino-1-phenyloctan-1-ol), ClCCCN1CCCCC1 (1-(3-chloropropyl)piperidine), Cl (hydrochloric acid). Procedure: A mixture of (1RS,2RS)-2-amino-1-phenyloctan-1-ol (1.77 g, 8 mmol) and 1-(3-chloropropyl)piperidine (1.29 g, 8 mmol) was melted at 70° C. in a nitrogen atmosphere. The mixture was then heated at 110° to 120° C. for 3 hours. The reaction mixture was dissolved with heating in ethanol, followed by addition of concentrated hydrochloric acid (0.67 ml). Ethyl acetate was added and the resulting mixture was allowed to stand. Precipitated crystals were collected by filtration and washed with ethyl aceta... The product is Cl.Cl.C1(=CC=CC=C1)C(C(CCCCCC)NCCCN1CCCCC1)O ((1RS,2RS)-1-Phenyl-2-(3-piperidinopropylamino)octan-1-ol dihydrochloride). Yield: 59.0%. Reactants: O=C([O-])[O-], C=CCOc1cccnc1C(O)c1cc(F)ccc1F, CCOCC, CN(C)C=O, Sc1ccc(Cl)cc1, [K+], [K+], O=S(Cl)Cl. Yields the product C=CCOc1cccnc1C(Sc1ccc(Cl)cc1)c1cc(F)ccc1F. Reaction SMILES: [C:29](=[O:30])([O-:31])[O-:32].[CH2:1]([CH:2]=[CH2:3])[O:4][c:5]1[c:6]([CH:11]([OH:12])[c:13]2[c:14]([F:20])[cH:15][cH:16][c:17]([F:19])[cH:18]2)[n:7][cH:8][cH:9][cH:10]1.[CH3:35][CH2:36][O:37][CH2:38][CH3:39].[CH3:44][N:45]([CH3:46])[CH:47]=[O:48].[Cl:21][c:22]1[cH:23][cH:24][c:25]([SH:28])[cH:26][cH:27]1.[K+:33].[K+:34].[S:40]([Cl:41])([Cl:42])=[O:43]>>[CH2:1]([CH:2]=[CH2:3])[O:4][c:5]1[c:6]([CH:11]([c:13]2[c:14]([F:20])[cH:15][cH:16][c:17]([F:19])[cH:18]2)[S:28][c:25]2[cH:24][cH:23][c:22]([Cl:21])[cH:27][cH:26]2)[n:7][cH:8][cH:9][cH:10]1.